Dataset: the Open Reaction Database (ORD), a public repository of structured organic reaction records. Task: describe an organic reaction: reactants, conditions, products, and yield Starting materials: Cl.C(CC)N(C=1C=C(C(=O)O)C=C(N1)C)CCC (2-(dipropylamino)-6-methylisonicotinic acid hydrochloride), Cl.Cl.N[C@H]([C@@H](CNCC1=CC(=CC=C1)CC)O)CC1=CC(=CC(=C1)F)F ((2R,3S)-3-amino-4-(3,5-difluorophenyl)-1-[(3-ethylbenzyl)amino]butan-2-ol dihydrochloride), C1=CN(C=N1)C(=O)N2C=CN=C2 (CDI), C1=CN(C=N1)C(=O)N2C=CN=C2 (CDI), Cl.Cl.N[C@H]([C@@H](CNCC1=CC(=CC=C1)CC)O)CC1=CC(=CC(=C1)F)F ((2R,3S)-3-amino-4-(3,5-difluorophenyl)-1-[(3-ethylbenzyl)amino]butan-2-ol dihydrochloride). Solvent: C1CCOC1 (THF), C(C)N(CC)CC (triethylamine), ClCCl (dichloromethane), C(C)N(CC)CC (triethylamine), ClCCl (dichloromethane), C(C)N(CC)CC (triethylamine). Reaction conditions: time 1 hour. Product: FC=1C=C(C[C@@H]([C@@H](CNCC2=CC(=CC=C2)CC)O)NC(C2=CC(=NC(=C2)C)N(CCC)CCC)=O)C=C(C1)F (N-{(1S,2R)-1-(3,5-difluorobenzyl)-3-[(3-ethylbenzyl)amino]-2-hydroxypropyl}-2-(dipropylamino)-6-methylisonicotinamide). The yield is 18.1%. RXN SMILES: Cl.[CH2:2]([N:5]([CH2:16][CH2:17][CH3:18])[C:6]1[CH:7]=[C:8]([CH:12]=[C:13]([CH3:15])[N:14]=1)[C:9]([OH:11])=O)[CH2:3][CH3:4].C1N=CN(C(N2C=NC=C2)=O)C=1.Cl.Cl.[NH2:33][C@@H:34]([CH2:48][C:49]1[CH:54]=[C:53]([F:55])[CH:52]=[C:51]([F:56])[CH:50]=1)[C@H:35]([OH:47])[CH2:36][NH:37][CH2:38][C:39]1[CH:44]=[CH:43][CH:42]=[C:41]([CH2:45][CH3:46])[CH:40]=1>C1COCC1.C(N(CC)CC)C.ClCCl>[F:55][C:53]1[CH:54]=[C:49]([CH:50]=[C:51]([F:56])[CH:52]=1)[CH2:48][C@H:34]([NH:33][C:9](=[O:11])[C:8]1[CH:12]=[C:13]([CH3:15])[N:14]=[C:6]([N:5]([CH2:2][CH2:3][CH3:4])[CH2:16][CH2:17][CH3:18])[CH:7]=1)[C@H:35]([OH:47])[CH2:36][NH:37][CH2:38][C:39]1[CH:44]=[CH:43][CH:42]=[C:41]([CH2:45][CH3:46])[CH:40]=1 |f:0.1,3.4.5|. Reported procedure: To 2-(dipropylamino)-6-methylisonicotinic acid hydrochloride (approx. 0.4 mmol) in THF (3 mL) was added triethylamine (0.17 mL), followed by dichloromethane (2 mL) and then CDI (0.071 g, 0.44 mmol). After stirring for 1 h, a mixture of (2R,3S)-3-amino-4-(3,5-difluorophenyl)-1-[(3-ethylbenzyl)amino]butan-2-ol dihydrochloride (0.163 g, 0.400 mmol), triethylamine (0.11 mL), and dichloromethane (approx. 2 mL) was added to the CDI mixture. The mixture was allowed to stir overnight, after which an add...